The task is: describe an organic reaction: reactants, conditions, products, and yield. This data is from the Open Reaction Database (ORD), a public repository of structured organic reaction records. Reactants: CNC (dimethylamine), N1=C(C=CC=C1)C1=CN=C2N1C=C(C=C2)C=2C(=NN(C2)C(C2=CC=CC=C2)(C2=CC=CC=C2)C2=CC=CC=C2)C2=CC=C(C=C2)CO ({4-[4-(3-pyridin-2-ylimidazo[1,2-a]pyridin-6-yl)-1-trityl-1H-pyrazol-3-yl]phenyl}methanol). The reagents and catalysts are [O-2].[Mn+4].[O-2] (manganese (IV) oxide). Solvent: C(Cl)(Cl)Cl (chloroform). The product is aldehyde, CN(CC1=CC=C(C=C1)C1=NN(C=C1C=1C=CC=2N(C1)C(=CN2)C2=NC=CC=C2)C(C2=CC=CC=C2)(C2=CC=CC=C2)C2=CC=CC=C2)C (Dimethyl{4-[4-(3-pyridin-2-ylimidazo[1,2-a]pyridin-6-yl)-1-trityl-1H-pyrazol-3-yl]benzyl}amine). As a reaction SMILES: [N:1]1[CH:6]=[CH:5][CH:4]=[CH:3][C:2]=1[C:7]1[N:11]2[CH:12]=[C:13]([C:16]3[C:17]([C:40]4[CH:45]=[CH:44][C:43]([CH2:46]O)=[CH:42][CH:41]=4)=[N:18][N:19]([C:21]([C:34]4[CH:39]=[CH:38][CH:37]=[CH:36][CH:35]=4)([C:28]4[CH:33]=[CH:32][CH:31]=[CH:30][CH:29]=4)[C:22]4[CH:27]=[CH:26][CH:25]=[CH:24][CH:23]=4)[CH:20]=3)[CH:14]=[CH:15][C:10]2=[N:9][CH:8]=1.[CH3:48][NH:49][CH3:50]>[O-2].[Mn+4].[O-2].C(Cl)(Cl)Cl>[CH3:48][N:49]([CH3:50])[CH2:46][C:43]1[CH:44]=[CH:45][C:40]([C:17]2[C:16]([C:13]3[CH:14]=[CH:15][C:10]4[N:11]([C:7]([C:2]5[CH:3]=[CH:4][CH:5]=[CH:6][N:1]=5)=[CH:8][N:9]=4)[CH:12]=3)=[CH:20][N:19]([C:21]([C:28]3[CH:33]=[CH:32][CH:31]=[CH:30][CH:29]=3)([C:22]3[CH:23]=[CH:24][CH:25]=[CH:26][CH:27]=3)[C:34]3[CH:35]=[CH:36][CH:37]=[CH:38][CH:39]=3)[N:18]=2)=[CH:41][CH:42]=1 |f:2.3.4|. Procedure details: A mixture of 296 mg {4-[4-(3-pyridin-2-ylimidazo[1,2-a]pyridin-6-yl)-1-trityl-1H-pyrazol-3-yl]phenyl}methanol (compound in Example 359), 844 mg manganese (IV) oxide and 20 mL chloroform was heated for 1 hour under reflux. The reaction solution was cooled to remove insolubles, and the filtrate was evaporated. 264 mg crude product of 4-[4-(3-pyridin-2-ylimidazo[1,2-a]pyridin-6-yl)-1-trityl-1H-pyrazol-3-yl]benzaldehyde was obtained as a pale brown amorphous. From 100 mg of this aldehyde derivative ... Starting materials: BrC1=C(C(=CC=C1)[N+](=O)[O-])C (2-bromo-6-nitrotoluene), C1(=C(C(=CC(=C1)C)C)OB(O)O)C (mesitylboric acid), O.O.O.O.O.O.O.O.[OH-].[Ba+2].[OH-] (barium hydroxide octahydrate). The reagents and catalysts are C=1C=CC(=CC1)[P](C=2C=CC=CC2)(C=3C=CC=CC3)[Pd]([P](C=4C=CC=CC4)(C=5C=CC=CC5)C=6C=CC=CC6)([P](C=7C=CC=CC7)(C=8C=CC=CC8)C=9C=CC=CC9)[P](C=1C=CC=CC1)(C=1C=CC=CC1)C=1C=CC=CC1 (Pd(PPh3)4). Solvent: COC(C)OC (2,2-dimethoxyethane), O (water). Product: C1(=C(C(=CC(=C1)C)C)C1=C(C(=CC=C1)[N+](=O)[O-])C)C (1-Mesityl-2-methyl-3-nitrobenzene). The yield is 93.7%. Reaction SMILES: Br[C:2]1[CH:7]=[CH:6][CH:5]=[C:4]([N+:8]([O-:10])=[O:9])[C:3]=1[CH3:11].[C:12]1([CH3:24])[CH:17]=[C:16]([CH3:18])[CH:15]=[C:14]([CH3:19])[C:13]=1OB(O)O.O.O.O.O.O.O.O.O.[OH-].[Ba+2].[OH-]>COC(OC)C.O.C1C=CC([P]([Pd]([P](C2C=CC=CC=2)(C2C=CC=CC=2)C2C=CC=CC=2)([P](C2C=CC=CC=2)(C2C=CC=CC=2)C2C=CC=CC=2)[P](C2C=CC=CC=2)(C2C=CC=CC=2)C2C=CC=CC=2)(C2C=CC=CC=2)C2C=CC=CC=2)=CC=1>[C:12]1([CH3:24])[CH:17]=[C:16]([CH3:18])[CH:15]=[C:14]([CH3:19])[C:13]=1[C:2]1[CH:7]=[CH:6][CH:5]=[C:4]([N+:8]([O-:10])=[O:9])[C:3]=1[CH3:11] |f:2.3.4.5.6.7.8.9.10.11.12,^1:46,48,67,86|. Procedure details: A solution of 2-bromo-6-nitrotoluene (10.0 g, 46 mmol), mesitylboric acid (8.3 g, 51 mmol), Pd(PPh3)4 (2.7 g, 2.31 mmol) and barium hydroxide octahydrate (21.9 g, 69 mmol) in 2,2-dimethoxyethane (300 mL) and water (50 mL) was heated under reflux for six hours. The mixture was filtered through Celite, and the filtrate was diluted with ethyl acetate, washed with brine, dried over anhydrous magnesium sulfate and evaporated. The residue was purified by silica gel column chromatography (0-1% ethyl ac...